From a dataset of the Open Reaction Database (ORD), a public repository of structured organic reaction records. describe an organic reaction: reactants, conditions, products, and yield The reactants are ClC1=C(C=C2C(NC(=NC2=C1)N1N=CC(=C1)C(=O)OCC)=O)N1CC2=CC=CC=C2CC1 (1-[7-chloro-6-(3,4-dihydro-1H-isoquinolin-2-yl)-4-oxo-3,4-dihydro-quinazolin-2-yl]-1H-pyrazole-4-carboxylic acid, ethyl ester), [Li+].[OH-] (LiOH). Solvent: C1CCOC1 (THF). Run at time 16 hour. The product is ClC1=C(C=C2C(NC(=NC2=C1)N1N=CC(=C1)C(=O)O)=O)N1CC2=CC=CC=C2CC1 (1-[7-chloro-6-(3,4-dihydro-1H-isoquinolin-2-yl)-4-oxo-3,4-dihydro-quinazolin-2-yl]-1H-pyrazole-4-carboxylic acid). The yield is 100.3%. RXN SMILES: [Cl:1][C:2]1[CH:11]=[C:10]2[C:5]([C:6](=[O:22])[NH:7][C:8]([N:12]3[CH:16]=[C:15]([C:17]([O:19]CC)=[O:18])[CH:14]=[N:13]3)=[N:9]2)=[CH:4][C:3]=1[N:23]1[CH2:32][CH2:31][C:30]2[C:25](=[CH:26][CH:27]=[CH:28][CH:29]=2)[CH2:24]1.[Li+].[OH-]>C1COCC1>[Cl:1][C:2]1[CH:11]=[C:10]2[C:5]([C:6](=[O:22])[NH:7][C:8]([N:12]3[CH:16]=[C:15]([C:17]([OH:19])=[O:18])[CH:14]=[N:13]3)=[N:9]2)=[CH:4][C:3]=1[N:23]1[CH2:32][CH2:31][C:30]2[C:25](=[CH:26][CH:27]=[CH:28][CH:29]=2)[CH2:24]1 |f:1.2|. Reported procedure: A mixture of 1-[7-chloro-6-(3,4-dihydro-1H-isoquinolin-2-yl)-4-oxo-3,4-dihydro-quinazolin-2-yl]-1H-pyrazole-4-carboxylic acid, ethyl ester (0.35 g, 0.78 mmol), THF (12 mL), and aqueous 1M LiOH (7.8 mL, 7.8 mmol) was stirred at rt for 16 h. The THF was removed, and the aqueous mixture was cooled in an ice bath. The pH was adjusted to ca. 5 using 1M aqueous HCl, and the resulting precipitate was collected, washed well with water, and dried to afford the titled compound (0.33 g, 99%). MS (ESI): mas... Starting materials: FC1=C(C(=CC=C1)F)C=1NC2=C(N1)C=CC=C2OC (2-(2,6-Difluorophenyl)-4-methoxylbenzimidazole), CC(=CCBr)C (3,3-dimethylallyl bromide), [H-].[Na+] (NaH). Run in C1CCOC1 (THF). Run at time 4 hour. Yields the product CC(=CCN1C(=NC2=C1C=CC=C2OC)C2=C(C=CC=C2F)F)C (1-(3,3-dimethylallyl)-2-(2,6-difluorophenyl)-4-methoxylbenzimidazole). The yield is 350.0%. As a reaction SMILES: [F:1][C:2]1[CH:7]=[CH:6][CH:5]=[C:4]([F:8])[C:3]=1[C:9]1[NH:10][C:11]2[C:17]([O:18][CH3:19])=[CH:16][CH:15]=[CH:14][C:12]=2[N:13]=1.[CH3:20][C:21]([CH3:25])=[CH:22][CH2:23]Br.[H-].[Na+]>C1COCC1>[CH3:20][C:21]([CH3:25])=[CH:22][CH2:23][N:13]1[C:12]2[CH:14]=[CH:15][CH:16]=[C:17]([O:18][CH3:19])[C:11]=2[N:10]=[C:9]1[C:3]1[C:4]([F:8])=[CH:5][CH:6]=[CH:7][C:2]=1[F:1] |f:2.3|. Reported procedure: To 2-(2,6-difluorophenyl)-4-methoxylbenzimidazole (5005, Example 46) (0.28 g, 1.08 mmol) and 3,3-dimethylallyl bromide (0.20 mL, 0.26 mmol, 160 M%) dissolved in THF (3 mL) was added NaH (60% dispersion in mineral oil) (0.15 g, 3.75 mmol, 350 M%). After 4 h, the reaction was quenched with MeOH and concentrated. The residue was redissolved in dichloromethane, washed with water and NaCl (sat. aq.), dried (Na2SO4), filtered and concentrated. The product was purified by flash chromatography eluting w... Procedure: 2-(4-Iodophenoxy)tetrahydropyran (1.12 g, 3.7 mmol) and 4-[3-(4-trifluoromethylphenyl)propyl]piperidine (1 g, 3.7 mmol) were dissolved in degassed anhydrous toluene (10 ml). Sodium tert-butoxide (0.50 g, 5.2 mmol), tri-tert-butylphosphine tetrafluoroborate (tBu3P.HBF4) (0.09 g, 0.3 mmol) and palladium acetate (0.03 g, 0.15 mmol) were added thereto, and the mixture was heated at reflux under a nitrogen atmosphere for 5 hours. After being allowed to cool to room temperature, water (10 ml) was adde... Run in C1(=CC=CC=C1)C (toluene). Isolated yield 85.8%. The reagents and catalysts are C(C)(=O)[O-].[Pd+2].C(C)(=O)[O-] (palladium acetate), F[B-](F)(F)F.C(C)(C)(C)P(C(C)(C)C)C(C)(C)C (tri-tert-butylphosphine tetrafluoroborate). The product is O1C(CCCC1)OC1=CC=C(C=C1)N1CCC(CC1)CCCC1=CC=C(C=C1)C(F)(F)F (1-[4-(tetrahydropyran-2-yloxy)phenyl]-4-[3-(4-trifluoromethylphenyl)propyl]piperidine). As a reaction SMILES: I[C:2]1[CH:14]=[CH:13][C:5]([O:6][CH:7]2[CH2:12][CH2:11][CH2:10][CH2:9][O:8]2)=[CH:4][CH:3]=1.[F:15][C:16]([F:33])([F:32])[C:17]1[CH:22]=[CH:21][C:20]([CH2:23][CH2:24][CH2:25][CH:26]2[CH2:31][CH2:30][NH:29][CH2:28][CH2:27]2)=[CH:19][CH:18]=1.CC(C)([O-])C.[Na+].O>C1(C)C=CC=CC=1.C([O-])(=O)C.[Pd+2].C([O-])(=O)C.F[B-](F)(F)F.C(P(C(C)(C)C)C(C)(C)C)(C)(C)C>[O:8]1[CH2:9][CH2:10][CH2:11][CH2:12][CH:7]1[O:6][C:5]1[CH:13]=[CH:14][C:2]([N:29]2[CH2:30][CH2:31][CH:26]([CH2:25][CH2:24][CH2:23][C:20]3[CH:19]=[CH:18][C:17]([C:16]([F:15])([F:32])[F:33])=[CH:22][CH:21]=3)[CH2:27][CH2:28]2)=[CH:3][CH:4]=1 |f:2.3,6.7.8,9.10|. The reactants are CC(C)([O-])C.[Na+] (Sodium tert-butoxide), O (water), IC1=CC=C(OC2OCCCC2)C=C1 (2-(4-Iodophenoxy)tetrahydropyran), FC(C1=CC=C(C=C1)CCCC1CCNCC1)(F)F (4-[3-(4-trifluoromethylphenyl)propyl]piperidine). The solvent is 3A, C(C)O (ethanol), 3A, C(C)O (ethanol). Procedure details: A hot solution of 5.61 g of potassium hydroxide dissolved in 110 ml of 3A ethanol was added to a hot solution of 11.3 g of 5-cyano-1-(4-chlorophenyl)-1H-pyrazole-4-carboxylic acid, ethyl ester dissolved in 225 ml of 3A ethanol. The precipitated salt that was formed was dissolved into 1 liter of water and the solution was acidified with concentrated hydrochloric acid. The precipitated solid was collected by filtraton and recrystallized from toluene to provide 8.47 g of 5-cyano-1-(4-chlorophenyl)-... Product: C(#N)C1=C(C=NN1C1=CC=C(C=C1)Cl)C(=O)O (5-cyano-1-(4-chlorophenyl)-1H-pyrazole-4-carboxylic acid). Reactants: [OH-].[K+] (potassium hydroxide), Cl (hydrochloric acid), C(#N)C1=C(C=NN1C1=CC=C(C=C1)Cl)C(=O)OCC (5-cyano-1-(4-chlorophenyl)-1H-pyrazole-4-carboxylic acid, ethyl ester), O (water). RXN SMILES: [OH-].[K+].[C:3]([C:5]1[N:9]([C:10]2[CH:15]=[CH:14][C:13]([Cl:16])=[CH:12][CH:11]=2)[N:8]=[CH:7][C:6]=1[C:17]([O:19]CC)=[O:18])#[N:4].O.Cl>C(O)C>[C:3]([C:5]1[N:9]([C:10]2[CH:11]=[CH:12][C:13]([Cl:16])=[CH:14][CH:15]=2)[N:8]=[CH:7][C:6]=1[C:17]([OH:19])=[O:18])#[N:4] |f:0.1|. Yield: 83.4%. Starting materials: [N+](=O)([O-])C=1C=C(C=CC1)C=CC(=O)C1=CC=CC=C1 (3-(3-nitrophenyl)-1-phenyl-2-propen1-one), N\C(=C/C(=O)OCC)\C (ethyl 3-aminocrotonate). Run in C(CCC)O (n-butanol). Product: CC=1NC(=CC(C1C(=O)OCC)C1=CC(=CC=C1)[N+](=O)[O-])C1=CC=CC=C1 (ethyl 1,4-dihydro-2-methyl-4-(3-nitrophenyl)-6-phenyl-3-pyridinecarboxylate). Yield: 20.8%. As a reaction SMILES: [N+:1]([C:4]1[CH:5]=[C:6]([CH:10]=[CH:11][C:12]([C:14]2[CH:19]=[CH:18][CH:17]=[CH:16][CH:15]=2)=O)[CH:7]=[CH:8][CH:9]=1)([O-:3])=[O:2].[NH2:20]/[C:21](/[CH3:28])=[CH:22]\[C:23]([O:25][CH2:26][CH3:27])=[O:24]>C(O)CCC>[CH3:28][C:21]1[NH:20][C:12]([C:14]2[CH:19]=[CH:18][CH:17]=[CH:16][CH:15]=2)=[CH:11][CH:10]([C:6]2[CH:7]=[CH:8][CH:9]=[C:4]([N+:1]([O-:3])=[O:2])[CH:5]=2)[C:22]=1[C:23]([O:25][CH2:26][CH3:27])=[O:24]. Procedure details: A mixture of 3-(3-nitrophenyl)-1-phenyl-2-propen1-one (2 g), ethyl 3-aminocrotonate (1.2 g) and n-butanol (20 ml) was refluxed for 6 hours. After allowing to cool at ambient temperature, the reaction mixture was evaporated in vacuo. The residue was subjected to a column chromatography on silica gel (150 ml) eluting with a mixture of benzene and ethyl acetate (30:1 V/V). The fractions containing the object compound were combined and concentrated under reduced pressure to give ethyl 1,4-dihydro-2-... The reactants are Clc1ccc(CNc2ccc(Br)c(Cl)n2)cc1, [Li]C(C)(C)C, CN(C)C=O, CC(C)[Mg+], [Cl-], C1CCOC1, O. Yields the product O=Cc1ccc(NCc2ccc(Cl)cc2)nc1Cl. RXN SMILES: [Br:1][c:2]1[cH:3][cH:4][c:5]([NH:9][CH2:10][c:11]2[cH:12][cH:13][c:14]([Cl:17])[cH:15][cH:16]2)[n:6][c:7]1[Cl:8].[C:23]([Li:24])([CH3:25])([CH3:26])[CH3:27].[CH3:28][N:29]([CH:30]=[O:31])[CH3:32].[CH:19]([Mg+:20])([CH3:21])[CH3:22].[Cl-:18].[O:33]1[CH2:34][CH2:35][CH2:36][CH2:37]1.[OH2:38]>>[c:2]1([CH:30]=[O:31])[cH:3][cH:4][c:5]([NH:9][CH2:10][c:11]2[cH:12][cH:13][c:14]([Cl:17])[cH:15][cH:16]2)[n:6][c:7]1[Cl:8].